Dataset: the Open Reaction Database (ORD), a public repository of structured organic reaction records. Task: describe an organic reaction: reactants, conditions, products, and yield Starting materials: C(C=C)Br (allyl bromide), [Si](C)(C)(C(C)(C)C)N1[C@@H](CC1=O)C(=O)O ((S)-1-(tert-butyldimethylsilyl)-4-oxoazetidine-2-carboxylic acid), solution, [Li+].C[Si](C)(C)[N-][Si](C)(C)C (LiHMDS). Run in C1CCOC1 (THF), C1CCOC1 (THF). Reaction conditions: temperature -78 celsius, time 30 minute. Yields the product C(C=C)[C@@H]1[C@H](N(C1=O)[Si](C)(C)C(C)(C)C)C(=O)O ((2S,3R)-3-Allyl-1-(tert-butyl-dimethyl-silanyl)-4-oxo-azetidine-2-carboxylic acid), solid. Isolated yield 85.0%. Reaction SMILES: [Si:1]([N:8]1[C:11](=[O:12])[CH2:10][C@H:9]1[C:13]([OH:15])=[O:14])([C:4]([CH3:7])([CH3:6])[CH3:5])([CH3:3])[CH3:2].[Li+].C[Si]([N-][Si](C)(C)C)(C)C.[CH2:26](Br)[CH:27]=[CH2:28]>C1COCC1>[CH2:28]([C@H:10]1[C:11](=[O:12])[N:8]([Si:1]([C:4]([CH3:7])([CH3:6])[CH3:5])([CH3:3])[CH3:2])[C@@H:9]1[C:13]([OH:15])=[O:14])[CH:27]=[CH2:26] |f:1.2|. Reported procedure: To a solution of (S)-1-(tert-butyldimethylsilyl)-4-oxoazetidine-2-carboxylic acid (4) (2.00 g, 8.73 mmol.) in anhydrous THF (20 mL) at −78° C. was added 1.0 M solution of LiHMDS (20 ml, 20.1 mmol, 2.3 eq.) in THF. After the solution was stirred for 30 min. at −78° C., it was warmed to 0° C. for 10 min. The solution was recooled to −78° C. and allyl bromide (1.28 g, 10.5 mmol, 1.2 eq.) was added slowly. The reaction solution was stirred at −78° C. for 1 h, then warmed up to room temperature and s... Reactants: C(C)S(=O)(=O)Cl (ethanesulphonyl chloride), S1CCNCC2=C1C=CC=C2 (2,3,4,5-tetrahydro-1,4-benzothiazepine). The solvent is ClCCl (dichloromethane), ClCCl (dichloromethane). Reaction conditions: time 1 hour. The product is C(C)S(=O)(=O)N1CCSC2=C(C1)C=CC=C2 (4-ethylsulphonyl-2,3,4,5-tetrahydro-1,4-benzothiazepine). RXN SMILES: [CH2:1]([S:3](Cl)(=[O:5])=[O:4])[CH3:2].[S:7]1[C:13]2[CH:14]=[CH:15][CH:16]=[CH:17][C:12]=2[CH2:11][NH:10][CH2:9][CH2:8]1>ClCCl>[CH2:1]([S:3]([N:10]1[CH2:11][C:12]2[CH:17]=[CH:16][CH:15]=[CH:14][C:13]=2[S:7][CH2:8][CH2:9]1)(=[O:5])=[O:4])[CH3:2]. Procedure: A solution of ethanesulphonyl chloride (3.8 g) in dichloromethane (50 ml) was added dropwise at room temperature to a stirred solution of 2,3,4,5-tetrahydro-1,4-benzothiazepine (4.29 g, prepared as described in the first paragraph of Example 6 above) in dichloromethane (100 ml). The reaction mixture was stirred at room temperature for one hour, washed with water, dried and the solvent was removed by evaporation. Purification of the residue by flash chromatography using trichloromethane as eluent... Reactants: CO (methanol), C(CCC(=O)C)(=O)OC (Methyl levulinate), II (iodine), NC(=S)N (Thiourea). Solvent: C(C)O (ethanol), C(Cl)Cl (DCM). Reaction conditions: time 6 hour. The product is NC=1SC=C(N1)CCC(=O)OCC (ethyl 3-(2-amino-1,3-thiazol-4-yl)propanoate). Yield: 11.0%. RXN SMILES: [NH2:1][C:2]([NH2:4])=[S:3].[C:5]([O:12][CH3:13])(=[O:11])[CH2:6][CH2:7][C:8]([CH3:10])=O.II.[CH3:16]O>C(O)C.C(Cl)Cl>[NH2:1][C:2]1[S:3][CH:10]=[C:8]([CH2:7][CH2:6][C:5]([O:12][CH2:13][CH3:16])=[O:11])[N:4]=1. Procedure details: Thiourea (4.86 g, 64 mmol) was dissolved in ethanol (60 mL) at 60° C. Methyl levulinate (4.16 g, 32 mmol) and iodine (8.11 g, 32 mmol) were added and the temperature was elevated to reflux. The mixture was stirred for 6 h and the solvent was evaporated. Ethyl acetate, water and sodium bicarbonate solution was added and mixture was extracted. The organic phase was dried (sodium sulphate), filtered and the solvent was evaporated giving 6 g crude product. The crude was flash cromatographed on SiO2 ... Reactants: Intermediate 19, BrC1=C(C=CC(=C1)COC)F (2-bromo-1-fluoro-4-(methoxymethyl)benzene), BrC1=C(C=CC(=C1)COC)F (2-bromo-1-fluoro-4-(methoxymethyl)benzene), C(C)(C)(C)OC(COC1=C(C=C(C=C1)Cl)C#C)=O (tert-butyl(4-chloro-2-ethynylphenoxy)acetate), C(C)(C)(C)OC(COC1=C(C=C(C=C1)Cl)C#C)=O (tert-butyl(4-chloro-2-ethynylphenoxy)acetate). The product is C(C)(C)(C)OC(COC1=C(C=C(C=C1)Cl)C#CC1=C(C=CC(=C1)COC)F)=O (tert-butyl(4-chloro-2-{[2-fluoro-5-(methoxymethyl)phenyl]ethynyl}phenoxy)acetate). Reaction SMILES: [C:1]([O:5][C:6](=[O:18])[CH2:7][O:8][C:9]1[CH:14]=[CH:13][C:12]([Cl:15])=[CH:11][C:10]=1[C:16]#[CH:17])([CH3:4])([CH3:3])[CH3:2].Br[C:20]1[CH:25]=[C:24]([CH2:26][O:27][CH3:28])[CH:23]=[CH:22][C:21]=1[F:29]>>[C:1]([O:5][C:6](=[O:18])[CH2:7][O:8][C:9]1[CH:14]=[CH:13][C:12]([Cl:15])=[CH:11][C:10]=1[C:16]#[C:17][C:20]1[CH:25]=[C:24]([CH2:26][O:27][CH3:28])[CH:23]=[CH:22][C:21]=1[F:29])([CH3:4])([CH3:3])[CH3:2]. Procedure: Following the general method as outlined in Intermediate 19, starting from tert-butyl(4-chloro-2-ethynylphenoxy)acetate (Intermediate 3) and 2-bromo-1-fluoro-4-(methoxymethyl)benzene (Intermediate 15), the title compound was obtained as a dark yellow sticky solid after purification by flash column chromatography (silica), eluting with cyclohexane containing increasing amounts of EtOAc. Starting materials: C(C)(C)(C)OC(NCC1=C(C(=CC(=C1)C(=O)N1CCN(CC1)C)Cl)F)=O ([3-chloro-2-fluoro-5-(4-methyl-piperazine-1-carbonyl)-benzyl]-carbamic acid tert-butyl ester), C(=O)(C(F)(F)F)O (TFA). The solvent is C(Cl)Cl (CH2Cl2). The product is NCC=1C=C(C=C(C1F)Cl)C(=O)N1CCN(CC1)C ((3-Aminomethyl-5-chloro-4-fluoro-phenyl)-(4-methyl-piperazin-1-yl)-methanone). As a reaction SMILES: C(OC(=O)[NH:7][CH2:8][C:9]1[CH:14]=[C:13]([C:15]([N:17]2[CH2:22][CH2:21][N:20]([CH3:23])[CH2:19][CH2:18]2)=[O:16])[CH:12]=[C:11]([Cl:24])[C:10]=1[F:25])(C)(C)C.C(O)(C(F)(F)F)=O>C(Cl)Cl>[NH2:7][CH2:8][C:9]1[CH:14]=[C:13]([C:15]([N:17]2[CH2:22][CH2:21][N:20]([CH3:23])[CH2:19][CH2:18]2)=[O:16])[CH:12]=[C:11]([Cl:24])[C:10]=1[F:25]. Procedure: was prepared according to Scheme C3 (step B) from [3-chloro-2-fluoro-5-(4-methyl-piperazine-1-carbonyl)-benzyl]-carbamic acid tert-butyl ester (165 mg, 0.43 mmol) and TFA (2 mL) in CH2Cl2. MS (LC-MS): 286.0 [M]+; tR (HPLC conditions c): 1.47 min. The reactants are C(C)OC(=O)C1=C(N(C2=CC=C(C=C12)O)C1=CC=C(C=C1)C(C)C)CC(=O)OCC (2-Ethoxycarbonylmethyl-1-(4-isopropylphenyl)-5-hydroxyindole-3-carboxylic acid ethyl ester), C(C)(C)OC1=CC=C(C=C1)B(O)O (4-isopropoxyphenylboronic acid). Yields the product C(C)OC(=O)C1=C(N(C2=CC=C(C=C12)OC1=CC=C(C=C1)OC(C)C)C1=CC=C(C=C1)C(C)C)CC(=O)OCC (2-Ethoxycarbonylmethyl-1-(4-isopropylphenyl)-5-(4-isopropoxyphenoxy)indole-3-carboxylic acid ethyl ester). RXN SMILES: [CH2:1]([O:3][C:4]([C:6]1[C:14]2[C:9](=[CH:10][CH:11]=[C:12]([OH:15])[CH:13]=2)[N:8]([C:16]2[CH:21]=[CH:20][C:19]([CH:22]([CH3:24])[CH3:23])=[CH:18][CH:17]=2)[C:7]=1[CH2:25][C:26]([O:28][CH2:29][CH3:30])=[O:27])=[O:5])[CH3:2].[CH:31]([O:34][C:35]1[CH:40]=[CH:39][C:38](B(O)O)=[CH:37][CH:36]=1)([CH3:33])[CH3:32]>>[CH2:1]([O:3][C:4]([C:6]1[C:14]2[C:9](=[CH:10][CH:11]=[C:12]([O:15][C:38]3[CH:39]=[CH:40][C:35]([O:34][CH:31]([CH3:33])[CH3:32])=[CH:36][CH:37]=3)[CH:13]=2)[N:8]([C:16]2[CH:17]=[CH:18][C:19]([CH:22]([CH3:24])[CH3:23])=[CH:20][CH:21]=2)[C:7]=1[CH2:25][C:26]([O:28][CH2:29][CH3:30])=[O:27])=[O:5])[CH3:2]. Reported procedure: The sub-title compound was prepared in accordance with step (c) Example 1 from 2-ethoxycarbonylmethyl-5-hydroxy-1-(4-isopropylphenyl)indole-3-carboxylic acid ethyl ester (150 mg, 0.37 mmol, see step (b) Example 10) and 4-isopropoxyphenylboronic acid (130 mg, 0.74 mmol). Yield 100 mg (50%). Run in C(Cl)(Cl)Cl (chloroform), O1CCCC1 (tetrahydrofuran), ClCCl (dichloromethane). Product: [N+](=O)([O-])C=1C=C(C(=O)N2CCOCC2)C=CC1 (3-nitrobenzoic acid morpholide). The yield is 89.8%. Reactants: ON1N=NC2=C1C=CC=C2 (1-hydroxybenzotriazole), Cl.C(C)N=C=NCCCN(C)C (1-ethyl-3-(3-dimethylaminopropyl)carbodiimide hydrochloride), N1CCOCC1 (morpholine), [N+](=O)([O-])C=1C=C(C(=O)O)C=CC1 (3-nitrobenzoic acid). As a reaction SMILES: [N+:1]([C:4]1[CH:5]=[C:6]([CH:10]=[CH:11][CH:12]=1)[C:7]([OH:9])=O)([O-:3])=[O:2].ON1C2C=CC=CC=2N=N1.Cl.C(N=C=NCCCN(C)C)C.[NH:35]1[CH2:40][CH2:39][O:38][CH2:37][CH2:36]1>O1CCCC1.ClCCl.C(Cl)(Cl)Cl>[N+:1]([C:4]1[CH:5]=[C:6]([CH:10]=[CH:11][CH:12]=1)[C:7]([N:35]1[CH2:40][CH2:39][O:38][CH2:37][CH2:36]1)=[O:9])([O-:3])=[O:2] |f:2.3|. Conditions: time 8 hour. Procedure: In tetrahydrofuran (100 ml) and dichloromethane (100 ml), 3-nitrobenzoic acid (7.58 g) was dissolved. Then 1-hydroxybenzotriazole (6.74 g), 1-ethyl-3-(3-dimethylaminopropyl)carbodiimide hydrochloride (9.57 g), and morpholine (9.47 g) were added to the solution. The mixture was stirred at room temperature overnight. After the reaction was completed, chloroform was added to the solution. The mixture was washed with 1N-HCl aqueous solution, 1N-NaOH aqueous solution, and distilled water. The organic...